From a dataset of the Open Reaction Database (ORD), a public repository of structured organic reaction records. describe an organic reaction: reactants, conditions, products, and yield Reactants: Cl (hydrochloric acid), O1CCOCC1 (1,4-dioxane), C(C1=CC=CC=C1)OC(=O)N[C@H]1[C@H]([C@@H]2C=C[C@H]1C2)C(=O)OC (Methyl (1S,2S,3R,4R)-3-{[(benzyloxy)carbonyl]amino}bicyclo[2.2.1]hept-5-ene-2-carboxylate). The reagents and catalysts are [Pd] (Palladium on carbon). Run in C(C)OCC (diethyl ether), C(C)(=O)OCC (ethyl acetate), C(C)OCC (diethyl ether). Conditions: temperature 25 celsius, time 16 hour. The product is Cl.N[C@H]1[C@H]([C@@H]2CC[C@H]1C2)C(=O)OC (Methyl (1R,2S,3R,4S)-3-aminobicyclo[2.2.1]heptane-2-carboxylate hydrochloride). As a reaction SMILES: C(OC([NH:11][C@@H:12]1[C@@H:17]2[CH2:18][C@@H:14]([CH:15]=[CH:16]2)[C@@H:13]1[C:19]([O:21][CH3:22])=[O:20])=O)C1C=CC=CC=1.[ClH:23].O1CCOCC1>C(OCC)(=O)C.[Pd].C(OCC)C>[ClH:23].[NH2:11][C@@H:12]1[C@@H:17]2[CH2:18][C@@H:14]([CH2:15][CH2:16]2)[C@@H:13]1[C:19]([O:21][CH3:22])=[O:20] |f:6.7|. Reported procedure: Methyl (1S,2S,3R,4R)-3-{[(benzyloxy)carbonyl]amino}bicyclo[2.2.1]hept-5-ene-2-carboxylate (1 g, 3.32 mmol) was dissolved in ethyl acetate (15 mL). 5% Palladium on carbon (120 mg) was added. The flask was degassed and backfilled with hydrogen gas via balloon. The mixture was stirred at 25° C. for 16 h. The mixture was passed through a plug of Celite and the filtrate was concentrated in vacuo to afford a thick clear oil. The oil was dissolved in diethyl ether (10 mL) and added dropwise, with vigor... The reactants are C(\C=C\C1=CC(OC)=C(O)C=C1)(=O)O (trans-ferulic acid), CoASH thioesters, CC(=O)[O-].[Na+] (NaOAc). Solvent: CO (MeOH). Conditions: time 15 minute. Yields the product O=CC1=CC(OC)=C(O)C=C1 (Vanillin). As a reaction SMILES: C(O)(=O)/C=[CH:3]/[C:4]1[CH:12]=[CH:11][C:9]([OH:10])=[C:6]([O:7][CH3:8])[CH:5]=1.CC([O-])=[O:17].[Na+]>CO>[O:17]=[CH:3][C:4]1[CH:12]=[CH:11][C:9]([OH:10])=[C:6]([O:7][CH3:8])[CH:5]=1 |f:1.2|. Reported procedure: Metabolites of trans-ferulic acid, including the CoASH thioesters, were analysed and quantitated by HPLC using a Lichrosorb RP-18 column (20 cm×4.6 mm; Capital HPLC, Broxburn, West Lothian, UK) with a multiphasic gradient; solvent “A” was 20 mM NaOAc, adjusted to pH 6.0 and solvent “B” was MeOH; the flow rate was 1.2 ml/min; the proportion of solvent “B” rose linearly from 0% at 0 min to 10% at 15 min and thence to 50% at 40 min and 70% at 45 min, finally decreasing to 0% at 50 min. Detection wa... Starting materials: CCC#N, ClCCCl, CNCc1sc2ccccc2c1C, CCOC(C)=O, CN1Cc2cc(C=CC(=O)O)cnc2NCCC1=O, Cl, CN(C)C=O, On1nnc2ccccc21. Product: Cc1c(CN(C)C(=O)C=Cc2cnc3c(c2)CN(C)C(=O)CCN3)sc2ccccc12. Reaction SMILES: [C:53](#[N:54])[CH2:55][CH3:56].[CH2:1]([Cl:2])[CH2:3][Cl:4].[CH3:35][NH:36][CH2:37][c:38]1[c:39]([CH3:47])[c:40]2[c:41]([s:42]1)[cH:43][cH:44][cH:45][cH:46]2.[CH3:57][CH2:58][O:59][C:60](=[O:61])[CH3:62].[CH3:6][N:7]1[CH2:8][c:9]2[c:10]([n:16][cH:17][c:18]([CH:20]=[CH:21][C:22](=[O:23])[OH:24])[cH:19]2)[NH:11][CH2:12][CH2:13][C:14]1=[O:15].[ClH:5].[O:48]=[CH:49][N:50]([CH3:51])[CH3:52].[OH:25][n:26]1[c:27]2[c:28]([cH:29][cH:30][cH:31][cH:32]2)[n:33][n:34]1>>[CH3:6][N:7]1[CH2:8][c:9]2[c:10]([n:16][cH:17][c:18]([CH:20]=[CH:21][C:22](=[O:24])[N:36]([CH3:35])[CH2:37][c:38]3[c:39]([CH3:47])[c:40]4[c:41]([s:42]3)[cH:43][cH:44][cH:45][cH:46]4)[cH:19]2)[NH:11][CH2:12][CH2:13][C:14]1=[O:15]. Starting materials: Nc1cccc(OCc2cn(C(c3ccccc3)(c3ccccc3)c3ccccc3)cn2)c1, CS(=O)(=O)Cl, c1ccncc1. Yields the product CS(=O)(=O)Nc1cccc(OCc2cn(C(c3ccccc3)(c3ccccc3)c3ccccc3)cn2)c1. Reaction SMILES: [C:1]([c:2]1[cH:3][cH:4][cH:5][cH:6][cH:7]1)([c:8]1[cH:9][cH:10][cH:11][cH:12][cH:13]1)([c:14]1[cH:15][cH:16][cH:17][cH:18][cH:19]1)[n:20]1[cH:21][n:22][c:23]([CH2:25][O:26][c:27]2[cH:28][c:29]([NH2:33])[cH:30][cH:31][cH:32]2)[cH:24]1.[CH3:34][S:35]([Cl:36])(=[O:37])=[O:38].[cH:39]1[cH:40][cH:41][n:42][cH:43][cH:44]1>>[C:1]([c:2]1[cH:3][cH:4][cH:5][cH:6][cH:7]1)([c:8]1[cH:9][cH:10][cH:11][cH:12][cH:13]1)([c:14]1[cH:15][cH:16][cH:17][cH:18][cH:19]1)[n:20]1[cH:21][n:22][c:23]([CH2:25][O:26][c:27]2[cH:28][c:29]([NH:33][S:35]([CH3:34])(=[O:37])=[O:38])[cH:30][cH:31][cH:32]2)[cH:24]1. Reactants: C([O-])([O-])=O.[K+].[K+] (potassium carbonate), CC1=C(C(=O)C2=C(C1=O)N3C[C@H]4[C@@H]([C@@]3([C@@H]2COC(=O)N)OC)N4)OC (mitomycin A). The product is COC1=CC=C(N)C=C1 (4-methoxyaniline). As a reaction SMILES: C(=O)([O-])[O-].[K+].[K+].C[C:8]1[C:14](=O)[C:13]2[N:16]3[C@@](OC)([C@H](COC(N)=O)[C:12]=2[C:10](=O)[C:9]=1[O:30][CH3:31])[C@H]1N[C@H]1C3>>[CH3:31][O:30][C:9]1[CH:10]=[CH:12][C:13]([NH2:16])=[CH:14][CH:8]=1 |f:0.1.2|. Procedure: This compound was prepared by the procedure described in Example 1, except that the potassium carbonate was omitted. From 77 mg. of mitomycin A and 27 mg. of 4-methoxyaniline was obtained 70 mg. (74% yield) of the desired product having a melting point of 103°-108° C. (decomposition) and providing the following analysis: Starting materials: COC=1C=C(C(=O)N(C2=C(C=C(C=C2)C)OCCCCCC(=O)N2CCN(CC2)C)C)C=CC1[N+](=O)[O-] (3-methoxy-4-nitro-N-methyl-N-[4-methyl-2-[5-(4methylpiperazin-1-ylcarbonyl)pent-1-yloxy]phenyl]benzamide). The reagents and catalysts are [Fe] (iron). The solvent is C(C)O (ethanol), C(C)(=O)OCC (ethyl acetate). Yields the product NC1=C(C=C(C(=O)N(C2=C(C=C(C=C2)C)OCCCCCC(=O)N2CCN(CC2)C)C)C=C1)OC (4-amino-3-methoxy-N-methyl-N-[4-methyl-2-[5-(4-methylpiperazin-1-ylcarbonyl)pent-1-yloxy]phenyl]benzamide). The yield is 80.5%. Reaction SMILES: [CH3:1][O:2][C:3]1[CH:4]=[C:5]([CH:32]=[CH:33][C:34]=1[N+:35]([O-])=O)[C:6]([N:8]([CH3:31])[C:9]1[CH:14]=[CH:13][C:12]([CH3:15])=[CH:11][C:10]=1[O:16][CH2:17][CH2:18][CH2:19][CH2:20][CH2:21][C:22]([N:24]1[CH2:29][CH2:28][N:27]([CH3:30])[CH2:26][CH2:25]1)=[O:23])=[O:7]>C(O)C.C(OCC)(=O)C.[Fe]>[NH2:35][C:34]1[CH:33]=[CH:32][C:5]([C:6]([N:8]([CH3:31])[C:9]2[CH:14]=[CH:13][C:12]([CH3:15])=[CH:11][C:10]=2[O:16][CH2:17][CH2:18][CH2:19][CH2:20][CH2:21][C:22]([N:24]2[CH2:29][CH2:28][N:27]([CH3:30])[CH2:26][CH2:25]2)=[O:23])=[O:7])=[CH:4][C:3]=1[O:2][CH3:1]. Reported procedure: A mixture of 3-methoxy-4-nitro-N-methyl-N-[4-methyl-2-[5-(4methylpiperazin-1-ylcarbonyl)pent-1-yloxy]phenyl]benzamide (6.2 g) and iron powder (3.43 g) in a mixture of ethanol (65 ml) and ethyl acetate (6 ml) was refluxed for 2 hours. After being cooled to ambient temperature, the solution was filtered through a bed of Celite and the filtrate was evaporated in vacuo. The residue was diluted with ethyl acetate and the solution was washed with saturated sodium hydrogen carbonate and brine, and drie...